From a dataset of the Open Reaction Database (ORD), a public repository of structured organic reaction records. describe an organic reaction: reactants, conditions, products, and yield Reactants: CO, COC(=O)CC(C)C(=O)NC(C)C(=O)O, [Na+], [OH-]. Product: CC(CC(=O)O)C(=O)NC(C)C(=O)O. RXN SMILES: [CH3:18][OH:19].[CH3:1][O:2][C:3](=[O:4])[CH2:5][CH:6]([C:7](=[O:8])[NH:9][CH:10]([CH3:11])[C:12](=[O:13])[OH:14])[CH3:15].[Na+:17].[OH-:16]>>[O:2]=[C:3]([OH:4])[CH2:5][CH:6]([C:7](=[O:8])[NH:9][CH:10]([CH3:11])[C:12](=[O:13])[OH:14])[CH3:15]. Reactants: F[B-](F)(F)F, ClC(Cl)(Cl)Cl, Cc1ccccc1, N#[N+]c1cc(F)ccc1F, O=C(OC(=O)C(F)(F)F)C(F)(F)F, CC(C)(C)OC(=O)N1CC=CC1, CC(=O)[O-], CC(=O)[O-], O, [Pd+2], Cc1cccc(C)n1. Product: CC(C)(C)OC(=O)N1C=CC(c2cc(F)ccc2F)C1. RXN SMILES: [B-:13]([F:14])([F:15])([F:16])[F:17].[C:50]([Cl:51])([Cl:52])([Cl:53])[Cl:54].[CH3:55][c:56]1[cH:57][cH:58][cH:59][cH:60][cH:61]1.[F:18][c:19]1[c:20]([N+:26]#[N:27])[cH:21][c:22]([F:25])[cH:23][cH:24]1.[F:36][C:37]([F:38])([F:39])[C:40]([O:41][C:42](=[O:43])[C:44]([F:45])([F:46])[F:47])=[O:48].[N:1]1([C:6](=[O:7])[O:8][C:9]([CH3:10])([CH3:11])[CH3:12])[CH2:2][CH:3]=[CH:4][CH2:5]1.[O-:63][C:64]([CH3:65])=[O:66].[O-:67][C:68]([CH3:69])=[O:70].[OH2:49].[Pd+2:62].[n:28]1[c:29]([CH3:30])[cH:31][cH:32][cH:33][c:34]1[CH3:35]>>[N:1]1([C:6](=[O:7])[O:8][C:9]([CH3:10])([CH3:11])[CH3:12])[CH2:2][CH:3]([c:20]2[c:19]([F:18])[cH:24][cH:23][c:22]([F:25])[cH:21]2)[CH:4]=[CH:5]1. The reactants are COC=1C=CC=C2CCCNC12 (8-Methoxy-1,2,3,4-tetrahydroquinoline), NC1=NC=C(C(=N1)N)CO (2,4-diamino-5-hydroxymethylpyrimidine). Yields the product NC1=NC=C(C(=N1)N)CC=1C=C2CCCNC2=C(C1)OC (2,4-Diamino-5-(1,2,3,4-tetrahydro-8-methoxy-6-quinolylmethyl)pyrimidine). As a reaction SMILES: [CH3:1][O:2][C:3]1[CH:4]=[CH:5][CH:6]=[C:7]2[C:12]=1[NH:11][CH2:10][CH2:9][CH2:8]2.[NH2:13][C:14]1[N:19]=[C:18]([NH2:20])[C:17]([CH2:21]O)=[CH:16][N:15]=1>>[NH2:13][C:14]1[N:19]=[C:18]([NH2:20])[C:17]([CH2:21][C:5]2[CH:6]=[C:7]3[C:12](=[C:3]([O:2][CH3:1])[CH:4]=2)[NH:11][CH2:10][CH2:9][CH2:8]3)=[CH:16][N:15]=1. Reported procedure: 8-Methoxy-1,2,3,4-tetrahydroquinoline (J. L. Neumeyer and J. G. Cannon, J. Pharm. Sci., 51, 804 (1962)) (2.88 g) was treated by the method of Example 1 with 2,4-diamino-5-hydroxymethylpyrimidine. The product crystallized from the reaction mixture as an off-white solid, which was washed with water and treated with ammonia, followed by recrystallization from absolute ethanol (5.0 g). A slight impurity was removed on a silica gel column, which was eluted with 19:1 methylene chloride:methanol, taken...